Dataset: the Open Reaction Database (ORD), a public repository of structured organic reaction records. Task: describe an organic reaction: reactants, conditions, products, and yield The reactants are N1=CC=C(C=C1)N (pyridin-4-amine), [N+](=O)([O-])[O-].[Na+] (sodium nitrate), S(O)(O)(=O)=O (sulfuric acid), C1(=CC=CC=C1)N(CCO)CCO (2,2′-(phenylazanediyl)diethanol). The product is OCCN(CCO)C1=CC=C(C=C1)N=NC1=CC=NC=C1 (4-[[4-[N,N-bis(hydroxylethyl)amino]phenyl]azo]pyridine). RXN SMILES: [N:1]1[CH:6]=[CH:5][C:4]([NH2:7])=[CH:3][CH:2]=1.[N+:8]([O-])([O-])=O.[Na+].S(=O)(=O)(O)O.[C:18]1([N:24]([CH2:28][CH2:29][OH:30])[CH2:25][CH2:26][OH:27])[CH:23]=[CH:22][CH:21]=[CH:20][CH:19]=1>>[OH:27][CH2:26][CH2:25][N:24]([C:18]1[CH:23]=[CH:22][C:21]([N:8]=[N:7][C:4]2[CH:5]=[CH:6][N:1]=[CH:2][CH:3]=2)=[CH:20][CH:19]=1)[CH2:28][CH2:29][OH:30] |f:1.2|. Reported procedure: 4-[[4-[N,N-Bis(hydroxylethyl)amino]phenyl]azo]pyridine (1) was prepared according to procedures described in Lin et al., J. Am. Chem. Soc., 118: 8034 (1996). Specifically, pyridin-4-amine was reacted with a mixture of sodium nitrate and sulfuric acid, followed by reaction with 2,2′-(phenylazanediyl)diethanol.